From a dataset of the Open Reaction Database (ORD), a public repository of structured organic reaction records. describe an organic reaction: reactants, conditions, products, and yield Reactants: CC1CC=2C(=C(C3=C(C=CC(O3)=O)C2)OC)O1 (2-methyl-9-methoxy-2,3-dihydro-7H-furo[3,2-g][1]benzopyran-7-one), C1(=CC=CC=C1)OC1=CC=CC=C1 (diphenyl ether). Reagents/catalysts: [Pd] (Pd/C). Reaction conditions: time 8 hour. Product: COC1=C2C(=CC=3C=CC(OC31)=O)C=C(O2)C (9-methoxy-2-methyl-7H-furo[3,2-g][1]benzopyran-7-one). As a reaction SMILES: [CH3:1][CH:2]1[O:17][C:5]2=[C:6]([O:15][CH3:16])[C:7]3[O:12][C:11](=[O:13])[CH:10]=[CH:9][C:8]=3[CH:14]=[C:4]2[CH2:3]1.C1(OC2C=CC=CC=2)C=CC=CC=1>[Pd]>[CH3:16][O:15][C:6]1[C:7]2[O:12][C:11](=[O:13])[CH:10]=[CH:9][C:8]=2[CH:14]=[C:4]2[CH:3]=[C:2]([CH3:1])[O:17][C:5]=12. Procedure details: To a solution of 0.70g. (3.02 mmoles) of 2-methyl-9-methoxy-2,3-dihydro-7H-furo[3,2-g][1]benzopyran-7-one in 15 ml. of diphenyl ether was added 0.70 g. of 10% Pd/C. The mixture was heated under reflux for 6.0 hours, cooled, and filtered over Celite (washing with methanol). The methanol was removed from the filtrate by rotary evaporation, and the remaining solution of the product in diphenyl ether was diluted with 200 ml. of pet. ether. After standing overnight, the solid which separated was filt... Starting materials: [Cl-].[Na+] (sodium chloride), N12CC(C(CC1)CC2)O ((RS)-3-Quinuclidinol), C1(=CC=CC=C1)[C@@H]1N(CCC2=CC=CC=C12)C(=O)OCC ((1S)-ethyl 1-phenyl-1,2,3,4-tetrahydro-2-isoquinolinecarboxylate), [H-].[Na+] (Sodium hydride). Run in C1(=CC=CC=C1)C (toluene). Run at temperature 12.5 celsius, time 10 minute. The product is N12CC(C(CC1)CC2)OC(=O)N2[C@H](C1=CC=CC=C1CC2)C2=CC=CC=C2 ((1S)-3,4-dihydro-1-phenyl-2(1H)-isoquinolinecarboxylic acid (3RS)-1-azabicyclo[2.2.2]oct-3-yl ester). Isolated yield 93.1%. As a reaction SMILES: [N:1]12[CH2:8][CH2:7][CH:4]([CH2:5][CH2:6]1)[CH:3]([OH:9])[CH2:2]2.[C:10]1([C@H:16]2[C:25]3[C:20](=[CH:21][CH:22]=[CH:23][CH:24]=3)[CH2:19][CH2:18][N:17]2[C:26](OCC)=[O:27])[CH:15]=[CH:14][CH:13]=[CH:12][CH:11]=1.[H-].[Na+].[Cl-].[Na+]>C1(C)C=CC=CC=1>[N:1]12[CH2:8][CH2:7][CH:4]([CH2:5][CH2:6]1)[CH:3]([O:9][C:26]([N:17]1[CH2:18][CH2:19][C:20]3[C:25](=[CH:24][CH:23]=[CH:22][CH:21]=3)[C@@H:16]1[C:10]1[CH:15]=[CH:14][CH:13]=[CH:12][CH:11]=1)=[O:27])[CH2:2]2 |f:2.3,4.5|. Reported procedure: (RS)-3-Quinuclidinol (7.23 g) was added to a solution of (1S)-ethyl 1-phenyl-1,2,3,4-tetrahydro-2-isoquinolinecarboxylate (10 g) in toluene (50 ml) at 25-30° C. under nitrogen atmosphere. Sodium hydride (60% w/w, 0.27 g) was added to the mixture and the reaction mass was heated to reflux for 24 h. The by-product ethanol was removed azeotropically with toluene and fresh toluene was added to maintain volume of reaction mass. The reaction mass was cooled to 10-15° C. and 10% w/w sodium chloride sol...